This data is from the Open Reaction Database (ORD), a public repository of structured organic reaction records. The task is: describe an organic reaction: reactants, conditions, products, and yield Reactants: acid chloride, CCN(C(C)C)C(C)C (DIPEA), FC(CN)(F)F (2,2,2-trifluoroethylamine), C(C)(C)(C)OC(=O)N1CC2CC(CC2C1)C(=O)O (3-(tert-butoxycarbonyl)-3-azabicyclo[3.3.0]octane-7-carboxylic acid), C(C(=O)Cl)(=O)Cl (oxalyl chloride). Solvent: C(C)#N (acetonitrile), CN(C)C=O (DMF), ClCCl (dichloromethane). Run at time 8 hour. The product is FC(CNC(=O)C1CC2CN(CC2C1)C(=O)OC(C)(C)C)(F)F (N-(2,2,2-trifluoroethyl)-3-(tert-butoxycarbonyl)-3-azabicyclo[3.3.0]octane-7-carboxamide). Isolated yield 275.3%. As a reaction SMILES: [C:1]([O:5][C:6]([N:8]1[CH2:15][CH:14]2[CH:10]([CH2:11][CH:12]([C:16]([OH:18])=O)[CH2:13]2)[CH2:9]1)=[O:7])([CH3:4])([CH3:3])[CH3:2].C(Cl)(=O)C(Cl)=O.CCN(C(C)C)C(C)C.[F:34][C:35]([F:39])([F:38])[CH2:36][NH2:37]>ClCCl.C(#N)C.CN(C=O)C>[F:34][C:35]([F:39])([F:38])[CH2:36][NH:37][C:16]([CH:12]1[CH2:11][CH:10]2[CH:14]([CH2:15][N:8]([C:6]([O:5][C:1]([CH3:2])([CH3:3])[CH3:4])=[O:7])[CH2:9]2)[CH2:13]1)=[O:18]. Procedure: To a solution of 3-(tert-butoxycarbonyl)-3-azabicyclo[3.3.0]octane-7-carboxylic acid (0.100 g, 0.392 mmol) in dichloromethane (5 mL) were added oxalyl chloride (0.250 g, 1.96 mmol) and a drop of DMF, and the mixture was stirred at ambient temperature for 2 h. The solvent was evaporated and the residue (acid chloride) was vacuum dried. To the acid chloride in acetonitrile (5 mL) were added DIPEA (0.200 mL, 1.15 mmol) and 2,2,2-trifluoroethylamine (0.080 g, 0.081 mmol), and the mixture was stirred... Reactants: O1C(=CC=C1)CN1N=CC=2C1=NC=C(C2O)C(=O)C=2SC=CC2 ([1-(2-furanylmethyl)-4-hydroxy-1H-pyrazolo[ 3,4-b]pyridine-5-yl]-2-thienylmethanone), C([O-])([O-])=O.[K+].[K+] (potassium carbonate), C(C)I (ethyl iodide). Run in CN(C=O)C (dimethylformamide). Product: C(C)OC1=C2C(=NC=C1C(=O)C=1SC=CC1)N(N=C2)CC=2OC=CC2 ([4-Ethoxy-1-(2-furanylmethyl)-1H-pyrazolo[3,4-b]pyridin-5-yl] -2-thienylmethanone). RXN SMILES: [O:1]1[CH:5]=[CH:4][CH:3]=[C:2]1[CH2:6][N:7]1[C:11]2=[N:12][CH:13]=[C:14]([C:17]([C:19]3[S:20][CH:21]=[CH:22][CH:23]=3)=[O:18])[C:15]([OH:16])=[C:10]2[CH:9]=[N:8]1.C(=O)([O-])[O-].[K+].[K+].[CH2:30](I)[CH3:31]>CN(C)C=O>[CH2:30]([O:16][C:15]1[C:14]([C:17]([C:19]2[S:20][CH:21]=[CH:22][CH:23]=2)=[O:18])=[CH:13][N:12]=[C:11]2[N:7]([CH2:6][C:2]3[O:1][CH:5]=[CH:4][CH:3]=3)[N:8]=[CH:9][C:10]=12)[CH3:31] |f:1.2.3|. Reported procedure: 3.3 g. of [1-(2-furanylmethyl)-4-hydroxy-1H-pyrazolo[ 3,4-b]pyridine-5-yl]-2-thienylmethanone (0.01 mol.), 1.5 g. of potassium carbonate (0.011 mol.) and 3.1 g. of ethyl iodide (0.02 mol.) are stirred together in 20 ml. of dimethylformamide at 70° for 12 hours. After this time, the inorganic precipitate is filtered off and the filtrate treated with about 10 ml. of water. The product, [4-Ethoxy-1-(2-furanylmethyl)-1H-pyrazolo[ 3,4-b]pyridin-5-yl]-2-thienylmethanone, crystallizes on standing, yiel... Starting materials: CS(C)=O, ClCc1ccc(Cl)nc1, N#C[Na], O. Product: N#CCc1ccc(Cl)nc1. As a reaction SMILES: [CH3:14][S:15](=[O:16])[CH3:17].[Cl:4][c:5]1[n:6][cH:7][c:8]([CH2:11][Cl:12])[cH:9][cH:10]1.[Na:1][C:2]#[N:3].[OH2:13]>>[C:2](#[N:3])[CH2:11][c:8]1[cH:7][n:6][c:5]([Cl:4])[cH:10][cH:9]1. Yields the product BrC=1C=C2C(=C(C=NC2=CC1)C(C(C)C)=O)Cl (1-(6-Bromo-4-chloroquinolin-3-yl)-2-methylpropan-1-one). Reaction conditions: temperature 85 celsius, time 1.5 hour. Reactants: BrC=1C=C2C(=C(C=NC2=CC1)C(C(C)C)=O)O (1-(6-Bromo-4-hydroxyquinolin-3-yl)-2-methylpropan-1-one), P(=O)(Cl)(Cl)Cl (phosphoryl chloride), C([O-])(O)=O.[Na+].C(C)(=O)OCC (sodium bicarbonate ethyl acetate). Procedure details: 1-(6-Bromo-4-hydroxyquinolin-3-yl)-2-methylpropan-1-one (16.0 g, 54.4 mmol) was added to phosphoryl chloride (160 mL) and the reaction was stirred at 85° C. for 1.5 h. The reaction mixture was cooled and slowly poured into a 2:1 solution of satd. aq. sodium bicarbonate/ethyl acetate at 0° C. The organic layer was separated and was washed with satd. aq. sodium bicarbonate and brine, dried over anhydrous sodium sulfate, filtered, and concentrated to afford the desired product (14.8 g, 89%) as a ye... The yield is 89.0%. As a reaction SMILES: [Br:1][C:2]1[CH:3]=[C:4]2[C:9](=[CH:10][CH:11]=1)[N:8]=[CH:7][C:6]([C:12](=[O:16])[CH:13]([CH3:15])[CH3:14])=[C:5]2O.C(=O)(O)[O-].[Na+].C(OCC)(=O)C.P(Cl)(Cl)([Cl:31])=O>>[Br:1][C:2]1[CH:3]=[C:4]2[C:9](=[CH:10][CH:11]=1)[N:8]=[CH:7][C:6]([C:12](=[O:16])[CH:13]([CH3:15])[CH3:14])=[C:5]2[Cl:31] |f:1.2.3|. Starting materials: C1CCCCCCC1 (cyclooctane), ON1S(=O)(=O)C2=CC=CC=C2C1=O (N-hydroxysaccharin), Co(acac)2, C(C)(=O)O (acetic acid), C1CCCCCCC1 (cyclooctane), resultant mixture. The product is C1(CCCCCCC1)=O (cyclooctanone), C1(CCCCCCC1)O (cyclooctanol), C1(CCC(CCCC1)=O)=O (1,4-cyclooctanedione). The yield is 10.0%. Reaction SMILES: [CH2:1]1[CH2:8][CH2:7][CH2:6][CH2:5][CH2:4][CH2:3][CH2:2]1.[OH:9]N1[C:20](=[O:21])[C:19]2[C:14](=[CH:15][CH:16]=[CH:17][CH:18]=2)S1(=O)=O.[C:22]([OH:25])(=O)[CH3:23]>>[C:1]1(=[O:9])[CH2:8][CH2:7][CH2:6][CH2:5][CH2:4][CH2:3][CH2:2]1.[CH:20]1([OH:21])[CH2:19][CH2:14][CH2:15][CH2:16][CH2:17][CH2:18][CH2:22]1.[C:22]1(=[O:25])[CH2:23][CH2:6][CH2:5][CH2:4][C:3](=[O:9])[CH2:2][CH2:1]1. Reported procedure: To 7.5 ml of acetic acid were added 336 mg (3.0 mmol) of cyclooctane, 60 mg (0.3 mmol) of N-hydroxysaccharin and 3.9 mg (0.015 mmol) of acetylacetonatocobalt Co(acac)2. The resultant mixture was stirred under an oxygen atmosphere at a temperature of 100° C. for 6 hours. The products in the reaction mixture were analysed by gas chromatography, with cyclooctane being transformed, with a conversion of 88%, into cyclooctanone (selectivity 42%, yield 37%), cyclooctanol (selectivity 3%, yield 2.5%), 1...